Dataset: the Open Reaction Database (ORD), a public repository of structured organic reaction records. Task: describe an organic reaction: reactants, conditions, products, and yield The reactants are CO[C@]1(O[C@@H]2CCC\C=C/C=C/CC\C(=C/C(O[C@@H](C1)C2)=O)\C)[C@H]2N(C(SC2)=O)CC2=CC=C(C=C2)OC ((R)-4-((1R,4Z,8E,10Z,15R,17R)-17-methoxy-5-methyl-3-oxo-2,16-dioxa-bicyclo[13.3.1]nonadeca-4,8,10-trien-17-yl)-3-(4-methoxybenzyl)thiazolidin-2-one), CO[C@]1(O[C@@H]2CCC\C=C/CC\C(=C/C(O[C@@H](C1)C2)=O)\C)[C@H]2N(C(SC2)=O)CC2=CC=C(C=C2)OC ((R)-4-((1R,4Z,8Z,13R,15R)-15-methoxy-5-methyl-3-oxo-2,14-dioxa-bicyclo[11.3.1]heptadeca-4,8-dien-15-yl)-3-(4-methoxybenzyl)thiazolidin-2-one). The product is O[C@]1(O[C@@H]2CCC\C=C/C=C/CC\C(=C/C(O[C@@H](C1)C2)=O)\C)[C@H]2NC(SC2)=O ((R)-4-((1R,4Z,8E,10Z,15R,17R)-17-Hydroxy-5-methyl-3-oxo-2,16-dioxa-bicyclo[13.3.1]nonadeca-4,8,10-trien-17-yl)thiazolidin-2-one). RXN SMILES: C[O:2][C@:3]1([C@@H:24]2[CH2:28][S:27][C:26](=[O:29])[N:25]2CC2C=CC(OC)=CC=2)[CH2:20][C@H:19]2[CH2:21][C@@H:5]([CH2:6][CH2:7][CH2:8][CH:9]=[CH:10][CH:11]=[CH:12][CH2:13][CH2:14][C:15]([CH3:23])=[CH:16][C:17](=[O:22])[O:18]2)[O:4]1.CO[C@]1([C@@H]2CSC(=O)N2CC2C=CC(OC)=CC=2)C[C@H]2C[C@@H](CCCC=CCCC(C)=CC(=O)O2)O1>>[OH:2][C@:3]1([C@@H:24]2[CH2:28][S:27][C:26](=[O:29])[NH:25]2)[CH2:20][C@H:19]2[CH2:21][C@@H:5]([CH2:6][CH2:7][CH2:8][CH:9]=[CH:10][CH:11]=[CH:12][CH2:13][CH2:14][C:15]([CH3:23])=[CH:16][C:17](=[O:22])[O:18]2)[O:4]1. Reported procedure: Application of the method shown in Example 46, with the modification that (R)-4-((1R,4Z,8E,10Z,15R,17R)-17-methoxy-5-methyl-3-oxo-2,16-dioxa-bicyclo[13.3.1]nonadeca-4,8,10-trien-17-yl)-3-(4-methoxybenzyl)thiazolidin-2-one is substituted for (R)-4-((1R,4Z,8Z,13R,15R)-15-methoxy-5-methyl-3-oxo-2,14-dioxa-bicyclo[11.3.1]heptadeca-4,8-dien-15-yl)-3-(4-methoxybenzyl)thiazolidin-2-one, affords the title compound.